From a dataset of the Open Reaction Database (ORD), a public repository of structured organic reaction records. describe an organic reaction: reactants, conditions, products, and yield Starting materials: C(C)(C)(C)OC(NC1CCC(CC1)CNC1=NC(=NC=C1F)Cl)=O ({4-[(2-Chloro-5-fluoro-pyrimidin-4-ylamino)-methyl]-cyclohexyl}-carbamic acid tert-butyl ester), FC(OC1=C(CN)C=CC=C1)(F)F (2-trifluoromethoxybenzylamine), Cl (HCl). Run in CCOC(=O)C (EtOAc). Conditions: temperature 180 celsius, time 1 hour. Yields the product N[C@@H]1CC[C@H](CC1)CNC1=NC(=NC=C1F)NCC1=C(C=CC=C1)OC(F)(F)F (N4-[(trans-4-aminocyclohexyl)methyl]-5-fluoro-N2-[2-(trifluoromethoxy)benzyl]pyrimidine-2,4-diamine). Isolated yield 15.0%. As a reaction SMILES: C(OC(=O)[NH:7][CH:8]1[CH2:13][CH2:12][CH:11]([CH2:14][NH:15][C:16]2[C:21]([F:22])=[CH:20][N:19]=[C:18](Cl)[N:17]=2)[CH2:10][CH2:9]1)(C)(C)C.Cl.[F:26][C:27]([F:38])([F:37])[O:28][C:29]1[CH:36]=[CH:35][CH:34]=[CH:33][C:30]=1[CH2:31][NH2:32]>CCOC(C)=O>[NH2:7][C@H:8]1[CH2:9][CH2:10][C@H:11]([CH2:14][NH:15][C:16]2[C:21]([F:22])=[CH:20][N:19]=[C:18]([NH:32][CH2:31][C:30]3[CH:33]=[CH:34][CH:35]=[CH:36][C:29]=3[O:28][C:27]([F:26])([F:37])[F:38])[N:17]=2)[CH2:12][CH2:13]1. Procedure: {4-[(2-Chloro-5-fluoro-pyrimidin-4-ylamino)-methyl]-cyclohexyl}-carbamic acid tert-butyl ester (127 mg, 0.35 mmol) was dissolved in 2-trifluoromethoxybenzylamine (2.5 mL) and heated at 180° C. for 20 min. The reaction mixture was diluted with EtOAc and poured into 1N HCl. The aqueous layer was separated and extracted with EtOAc (×2). The combined organic phase was dried over anhydrous Na2SO4 and concentrated in vacuo. The resulting residue was dissolved in CH2Cl2 (2.5 mL) and TFA (2.5 mL) was ad...